The task is: describe an organic reaction: reactants, conditions, products, and yield. This data is from the Open Reaction Database (ORD), a public repository of structured organic reaction records. Starting materials: COC(=O)c1ccc(OS(=O)(=O)C(F)(F)F)c(-c2ccc(Cl)c(OCc3ccccc3)c2)n1, Cc1ccccc1B(O)O, [K+], [K+], [K+], CN(C)C=O, O, O=P([O-])([O-])[O-], c1ccc(P(c2ccccc2)(c2ccccc2)[Pd](P(c2ccccc2)(c2ccccc2)c2ccccc2)(P(c2ccccc2)(c2ccccc2)c2ccccc2)P(c2ccccc2)(c2ccccc2)c2ccccc2)cc1. Product: COC(=O)c1ccc(-c2ccccc2C)c(-c2ccc(Cl)c(OCc3ccccc3)c2)n1. Reaction SMILES: [CH2:1]([c:2]1[cH:3][cH:4][cH:5][cH:6][cH:7]1)[O:8][c:9]1[cH:10][c:11](-[c:16]2[c:17]([O:26][S:27]([C:28]([F:29])([F:30])[F:31])(=[O:32])=[O:33])[cH:18][cH:19][c:20]([C:22](=[O:23])[O:24][CH3:25])[n:21]2)[cH:12][cH:13][c:14]1[Cl:15].[CH3:34][c:35]1[c:36]([B:41]([OH:42])[OH:43])[cH:37][cH:38][cH:39][cH:40]1.[K+:49].[K+:50].[K+:51].[O:53]=[CH:54][N:55]([CH3:56])[CH3:57].[OH2:52].[P:44]([O-:45])([O-:46])([O-:47])=[O:48].[cH:58]1[cH:59][cH:60][c:61]([P:62]([Pd:63]([P:64]([c:65]2[cH:66][cH:67][cH:68][cH:69][cH:70]2)([c:71]2[cH:72][cH:73][cH:74][cH:75][cH:76]2)[c:77]2[cH:78][cH:79][cH:80][cH:81][cH:82]2)([P:83]([c:84]2[cH:85][cH:86][cH:87][cH:88][cH:89]2)([c:90]2[cH:91][cH:92][cH:93][cH:94][cH:95]2)[c:96]2[cH:97][cH:98][cH:99][cH:100][cH:101]2)[P:102]([c:103]2[cH:104][cH:105][cH:106][cH:107][cH:108]2)([c:109]2[cH:110][cH:111][cH:112][cH:113][cH:114]2)[c:115]2[cH:116][cH:117][cH:118][cH:119][cH:120]2)([c:121]2[cH:122][cH:123][cH:124][cH:125][cH:126]2)[c:127]2[cH:128][cH:129][cH:130][cH:131][cH:132]2)[cH:133][cH:134]1>>[CH2:1]([c:2]1[cH:3][cH:4][cH:5][cH:6][cH:7]1)[O:8][c:9]1[cH:10][c:11](-[c:16]2[c:17](-[c:36]3[c:35]([CH3:34])[cH:40][cH:39][cH:38][cH:37]3)[cH:18][cH:19][c:20]([C:22](=[O:23])[O:24][CH3:25])[n:21]2)[cH:12][cH:13][c:14]1[Cl:15].